This data is from the Open Reaction Database (ORD), a public repository of structured organic reaction records. The task is: describe an organic reaction: reactants, conditions, products, and yield Reactants: NC=1C(N(C(N(C1N)CC)=O)CC)=O (5,6-diamino-1,3-diethyluracil), COCOC1=CC=C(C=CC(=O)O)C=C1 (4-methoxymethoxycinnamic acid). Yields the product C(C)N1C(=O)N(C=2N=C(NC2C1=O)\C=C\C1=CC=C(C=C1)OCOC)CC ((E)-1,3-Diethyl-8-(4-methoxymethoxystyryl)xanthine). Yield: 64.2%. As a reaction SMILES: [NH2:1][C:2]1[C:3](=[O:14])[N:4]([CH2:12][CH3:13])[C:5](=[O:11])[N:6]([CH2:9][CH3:10])[C:7]=1[NH2:8].[CH3:15][O:16][CH2:17][O:18][C:19]1[CH:29]=[CH:28][C:22]([CH:23]=[CH:24][C:25](O)=O)=[CH:21][CH:20]=1>>[CH2:12]([N:4]1[C:3](=[O:14])[C:2]2[NH:1][C:25](/[CH:24]=[CH:23]/[C:22]3[CH:28]=[CH:29][C:19]([O:18][CH2:17][O:16][CH3:15])=[CH:20][CH:21]=3)=[N:8][C:7]=2[N:6]([CH2:9][CH3:10])[C:5]1=[O:11])[CH3:13]. Reported procedure: Substantially the same procedure as in Example 7 was repeated using 4.00 g (20.2 mmol) of 5,6-diamino-1,3-diethyluracil and 4.62 g (22.2 mmol) of 4-methoxymethoxycinnamic acid. Then, the resultant crude crystals were recrystallized from dioxane/water to give 4.80 g (yield 64%) of Compound 144 as pale yellow needles. The reactants are ClCCCl, CC(C)(C)OC(=O)NC(C(=O)O)C(C)(C)C, O=C(c1nc2ccccc2[nH]1)N1CC2CC1CN2, ClCCl, O, On1nnc2ccccc21. Yields the product CC(C)(C)OC(=O)NC(C(=O)N1CC2CC1CN2C(=O)c1nc2ccccc2[nH]1)C(C)(C)C. RXN SMILES: [CH2:35]([Cl:36])[CH2:37][Cl:38].[CH3:1][C:2]([CH3:3])([CH3:4])[O:5][C:6](=[O:7])[NH:8][CH:9]([C:10]([CH3:11])([CH3:12])[CH3:13])[C:14](=[O:15])[OH:16].[CH:17]12[N:18]([C:24](=[O:25])[c:26]3[n:27][c:28]4[c:29]([nH:30]3)[cH:31][cH:32][cH:33][cH:34]4)[CH2:19][CH:20]([NH:21][CH2:22]1)[CH2:23]2.[Cl:49][CH2:50][Cl:51].[OH2:52].[OH:39][n:40]1[c:41]2[c:42]([cH:43][cH:44][cH:45][cH:46]2)[n:47][n:48]1>>[CH3:1][C:2]([CH3:3])([CH3:4])[O:5][C:6](=[O:7])[NH:8][CH:9]([C:10]([CH3:11])([CH3:12])[CH3:13])[C:14](=[O:16])[N:21]1[CH:20]2[CH2:19][N:18]([C:24](=[O:25])[c:26]3[nH:27][c:28]4[c:29]([n:30]3)[cH:31][cH:32][cH:33][cH:34]4)[CH:17]([CH2:22]1)[CH2:23]2. Reactants: Intermediate 93B, ClC=1C(=NN(C1C)C1=C(C(=O)O)C=C(C=C1)C(NS(=O)(=O)C1=CC2=CC=CC=C2C=C1)=O)C(N(CCCC)CCCC)=O (2-(4-chloro-3-(dibutylcarbamoyl)-5-methyl-1H-pyrazol-1-yl)-5-(naphthalen-2-ylsulfonylcarbamoyl)benzoic acid), ClC=1C(=NN(C1C)C1=C(C(=O)O)C=C(C=C1)C(NS(=O)(=O)C1=CC2=CC=CC=C2C=C1)=O)C(N(CCCC)CCCC)=O (2-(4-chloro-3-(dibutylcarbamoyl)-5-methyl-1H-pyrazol-1-yl)-5-(naphthalen-2-ylsulfonylcarbamoyl)benzoic acid), FC(C1=CC=C2CCNCC2=C1)(F)F (7-(trifluoromethyl)-1,2,3,4-tetrahydroisoquinoline). Product: C(CCC)N(C(=O)C1=NN(C(=C1Cl)C)C1=C(C=C(C=C1)C(NS(=O)(=O)C1=CC2=CC=CC=C2C=C1)=O)C(=O)N1CC2=CC(=CC=C2CC1)C(F)(F)F)CCCC (N,N-Dibutyl-4-chloro-5-methyl-1-(4-(naphthalen-2-ylsulfonylcarbamoyl)-2-(7-(trifluoromethyl)-1,2,3,4-tetrahydroisoquinoline-2-carbonyl)phenyl)-1H-pyrazole-3-carboxamide). The yield is 72.8%. RXN SMILES: [Cl:1][C:2]1[C:3]([C:33](=[O:43])[N:34]([CH2:39][CH2:40][CH2:41][CH3:42])[CH2:35][CH2:36][CH2:37][CH3:38])=[N:4][N:5]([C:8]2[CH:16]=[CH:15][C:14]([C:17](=[O:32])[NH:18][S:19]([C:22]3[CH:31]=[CH:30][C:29]4[C:24](=[CH:25][CH:26]=[CH:27][CH:28]=4)[CH:23]=3)(=[O:21])=[O:20])=[CH:13][C:9]=2[C:10]([OH:12])=O)[C:6]=1[CH3:7].[F:44][C:45]([F:57])([F:56])[C:46]1[CH:55]=[C:54]2[C:49]([CH2:50][CH2:51][NH:52][CH2:53]2)=[CH:48][CH:47]=1>>[CH2:35]([N:34]([CH2:39][CH2:40][CH2:41][CH3:42])[C:33]([C:3]1[C:2]([Cl:1])=[C:6]([CH3:7])[N:5]([C:8]2[CH:16]=[CH:15][C:14]([C:17](=[O:32])[NH:18][S:19]([C:22]3[CH:31]=[CH:30][C:29]4[C:24](=[CH:25][CH:26]=[CH:27][CH:28]=4)[CH:23]=3)(=[O:20])=[O:21])=[CH:13][C:9]=2[C:10]([N:52]2[CH2:51][CH2:50][C:49]3[C:54](=[CH:55][C:46]([C:45]([F:44])([F:57])[F:56])=[CH:47][CH:48]=3)[CH2:53]2)=[O:12])[N:4]=1)=[O:43])[CH2:36][CH2:37][CH3:38]. Reported procedure: Following a procedure analogous to that for the synthesis of Intermediate 93B, 2-(4-chloro-3-(dibutylcarbamoyl)-5-methyl-1H-pyrazol-1-yl)-5-(naphthalen-2-ylsulfonylcarbamoyl)benzoic acid (Intermediate 91F, 21 mg, 0.034 mmol) and 7-(trifluoromethyl)-1,2,3,4-tetrahydroisoquinoline (7 mg, 0.037 mmol) were converted to the title compound (20 mg, 71%) following purification by preparative HPLC. 1H NMR (1:1 CD3OD:CDCl3, 1.5:1 mixture of amide rotamers) δ 8.69-8.58 (m, 1H), 8.19-8.13 (m, 1H), 8.08-8.02... The reactants are COC(C[C@H](CC1=CC=C(C=C1)C1=CC=CC=C1)NCP(=O)(OC)OC)=O ((S)-4-(biphenyl-4-yl)-3-[(dimethylphosphonomethyl)-amino]-butyric acid methyl ester), [OH-].[Na+] (sodium hydroxide). Run in CO (methanol). Run at time 1 hour. Product: C1(=CC=C(C=C1)C[C@@H](CC(=O)O)NCP(=O)(OC)OC)C1=CC=CC=C1 ((S)-4-(biphenyl-4-yl)-3-[(dimethylphosphonomethyl)-amino]-butyric acid). RXN SMILES: C[O:2][C:3](=[O:27])[CH2:4][C@@H:5]([NH:19][CH2:20][P:21]([O:25][CH3:26])([O:23][CH3:24])=[O:22])[CH2:6][C:7]1[CH:12]=[CH:11][C:10]([C:13]2[CH:18]=[CH:17][CH:16]=[CH:15][CH:14]=2)=[CH:9][CH:8]=1.[OH-].[Na+]>CO>[C:10]1([C:13]2[CH:14]=[CH:15][CH:16]=[CH:17][CH:18]=2)[CH:9]=[CH:8][C:7]([CH2:6][C@H:5]([NH:19][CH2:20][P:21]([O:25][CH3:26])([O:23][CH3:24])=[O:22])[CH2:4][C:3]([OH:27])=[O:2])=[CH:12][CH:11]=1 |f:1.2|. Procedure: To a solution of (S)-4-(biphenyl-4-yl)-3-[(dimethylphosphonomethyl)-amino]-butyric acid methyl ester (851 mg, 2.26 mmol) in methanol (2 mL) is added 2N sodium hydroxide (1.5 mL, 3 mmol). After 1 hour of stirring, methanol is removed under vacuum and water (5 mL) is added to the residue. The aqueous layer is washed with ethyl acetate (10 mL), then acidified with 1N hydrochloric acid (4 mL). The residue is extracted with ethyl acetate (2×10 mL) and methylene chloride (10 mL). The combined organic ... Starting materials: BrC(C(=O)OCC1=CC=CC=C1)=C (benzyl 2-bromoacrylate), C(C1=CC=CC=C1)OCCOCC1=C(C=C(C=C1)B1OC(C(O1)(C)C)(C)C)F (2-(4-((2-(benzyloxy)ethoxy)methyl)-3-fluorophenyl)-4,4,5,5-tetramethyl-1,3,2-dioxaborolane), C(C1=CC=CC=C1)OCCOCC1=C(C=C(C=C1)B1OC(C(O1)(C)C)(C)C)F (2-(4-((2-(benzyloxy)ethoxy)methyl)-3-fluorophenyl)-4,4,5,5-tetramethyl-1,3,2-dioxaborolane), C(=O)([O-])[O-].[Cs+].[Cs+] (Cs2CO3). Reagents/catalysts: C1=CC=C(C=C1)P([C-]2C=CC=C2)C3=CC=CC=C3.C1=CC=C(C=C1)P([C-]2C=CC=C2)C3=CC=CC=C3.Cl[Pd]Cl.[Fe+2] (Pd(dppf)Cl2). Solvent: CN(C)C=O (DMF), C(C)(=O)OCC (ethyl acetate). Reaction conditions: time 10 minute. The product is C(C1=CC=CC=C1)OCCOCC1=C(C=C(C=C1)C(C(=O)OCC1=CC=CC=C1)=C)F (benzyl 2-(4-((2-(benzyloxy)ethoxy)methyl)-3-fluorophenyl)acrylate). Isolated yield 16.1%. Reaction SMILES: [CH2:1]([O:8][CH2:9][CH2:10][O:11][CH2:12][C:13]1[CH:18]=[CH:17][C:16](B2OC(C)(C)C(C)(C)O2)=[CH:15][C:14]=1[F:28])[C:2]1[CH:7]=[CH:6][CH:5]=[CH:4][CH:3]=1.C([O-])([O-])=O.[Cs+].[Cs+].Br[C:36](=[CH2:47])[C:37]([O:39][CH2:40][C:41]1[CH:46]=[CH:45][CH:44]=[CH:43][CH:42]=1)=[O:38]>CN(C=O)C.C(OCC)(=O)C.C1C=CC(P(C2C=CC=CC=2)[C-]2C=CC=C2)=CC=1.C1C=CC(P(C2C=CC=CC=2)[C-]2C=CC=C2)=CC=1.Cl[Pd]Cl.[Fe+2]>[CH2:1]([O:8][CH2:9][CH2:10][O:11][CH2:12][C:13]1[CH:18]=[CH:17][C:16]([C:36](=[CH2:47])[C:37]([O:39][CH2:40][C:41]2[CH:46]=[CH:45][CH:44]=[CH:43][CH:42]=2)=[O:38])=[CH:15][C:14]=1[F:28])[C:2]1[CH:3]=[CH:4][CH:5]=[CH:6][CH:7]=1 |f:1.2.3,7.8.9.10|. Procedure: A suspension of 2-(4-((2-(benzyloxy)ethoxy)methyl)-3-fluorophenyl)-4,4,5,5-tetramethyl-1,3,2-dioxaborolane (16 g, 41.45 mmol), Cs2CO3 (40.5 g, 124.35 mmol) in DMF (150 ml) was deoxygenated by purging argon for 30 min at RT and Pd(dppf)Cl2 (1.69 g, 2.072 mmol) was added and purging continued. After 10 min, benzyl 2-bromoacrylate (15.7 g, 62.17 mmol) was added and stirred at 100° C. for 1 h until complete consumption of 2-(4-((2-(benzyloxy)ethoxy)methyl)-3-fluorophenyl)-4,4,5,5-tetramethyl-1,3,2-d... Starting materials: CS(=O)C (Dimethyl sulphoxide), C(C(=O)Cl)(=O)Cl (oxalyl chloride), CN1N=C(N=C1NCCCCOC1=CC(=CC=C1)CN1CCCCC1)CO (1-methyl-5-[[4-[3-(1-piperidinylmethyl)phenoxy]butyl]amino]-1H-1,2,4-triazole-3-methanol). The solvent is ClCCl (dichloromethane), ClCCl (dichloromethane). Conditions: time 15 minute. Yields the product CN1N=C(N=C1NCCCCOC1=CC(=CC=C1)CN1CCCCC1)C=O (1-methyl-5-[[4-[3-(1-piperidinylmethyl)phenoxy]butyl]amino]-1H-1,2,4-triazole-3-carboxaldehyde). Yield: 80.4%. RXN SMILES: CS(C)=O.C(Cl)(=O)C(Cl)=O.[CH3:11][N:12]1[C:16]([NH:17][CH2:18][CH2:19][CH2:20][CH2:21][O:22][C:23]2[CH:28]=[CH:27][CH:26]=[C:25]([CH2:29][N:30]3[CH2:35][CH2:34][CH2:33][CH2:32][CH2:31]3)[CH:24]=2)=[N:15][C:14]([CH2:36][OH:37])=[N:13]1>ClCCl>[CH3:11][N:12]1[C:16]([NH:17][CH2:18][CH2:19][CH2:20][CH2:21][O:22][C:23]2[CH:28]=[CH:27][CH:26]=[C:25]([CH2:29][N:30]3[CH2:31][CH2:32][CH2:33][CH2:34][CH2:35]3)[CH:24]=2)=[N:15][C:14]([CH:36]=[O:37])=[N:13]1. Reported procedure: Dimethyl sulphoxide (304 mg) was added to a solution of oxalyl chloride (254 mg) in dichloromethane (20 ml) at -60° under nitrogen for 2 min. and a solution of 1-methyl-5-[[4-[3-(1-piperidinylmethyl)phenoxy]butyl]amino]-1H-1,2,4-triazole-3-methanol (0.5 g) in dichloromethane (10 ml) was added. The mixture was stirred at -50° to -60° for 15 min. and then quenched with triethylamine (657 mg). The solution was allowed to warm to 25° and was diluted with water. The aqueous phase was extracted with d... The reactants are CC(=O)O[BH-](OC(C)=O)OC(C)=O, CCOC(=O)C(=O)Nc1cc(Cl)c(Oc2ccc(O)c(C=O)c2)c(Cl)c1, CC(=O)O, CC(Cl)Cl, NC1CCc2ccccc21, [Na+]. The product is CCOC(=O)C(=O)Nc1cc(Cl)c(Oc2ccc(O)c(CNC3CCc4ccccc43)c2)c(Cl)c1. As a reaction SMILES: [C:37]([O:38][BH-:39]([O:40][C:41](=[O:42])[CH3:43])[O:44][C:45](=[O:46])[CH3:47])(=[O:48])[CH3:49].[CH2:1]([CH3:2])[O:3][C:4]([C:5](=[O:6])[NH:7][c:8]1[cH:9][c:10]([Cl:25])[c:11]([O:15][c:16]2[cH:17][c:18]([CH:23]=[O:24])[c:19]([OH:22])[cH:20][cH:21]2)[c:12]([Cl:14])[cH:13]1)=[O:26].[CH3:51][C:52](=[O:53])[OH:54].[Cl:55][CH:56]([Cl:57])[CH3:58].[NH2:27][CH:28]1[CH2:29][CH2:30][c:31]2[cH:32][cH:33][cH:34][cH:35][c:36]21.[Na+:50]>>[CH2:1]([CH3:2])[O:3][C:4]([C:5](=[O:6])[NH:7][c:8]1[cH:9][c:10]([Cl:25])[c:11]([O:15][c:16]2[cH:17][c:18]([CH2:23][NH:27][CH:28]3[CH2:29][CH2:30][c:31]4[cH:32][cH:33][cH:34][cH:35][c:36]43)[c:19]([OH:22])[cH:20][cH:21]2)[c:12]([Cl:14])[cH:13]1)=[O:26]. The reactants are S(=O)=O (sulfur dioxide), FC(S(=O)(=O)C=1C=C(C=CC1)N)(F)F ({3-[(trifluoromethyl)sulfonyl]phenyl}amine), Cl (hydrochloric acid), cuprous chloride, N(=O)[O-].[Na+] (sodium nitrite). Reaction conditions: temperature 5 celsius. The product is FC(S(=O)(=O)C=1C=C(C=CC1)S(=O)(=O)Cl)(F)F (3-[(Trifluoromethyl)sulfonyl]benzenesulfonyl chloride). The yield is 79.0%. RXN SMILES: [F:1][C:2]([F:14])([F:13])[S:3]([C:6]1[CH:7]=[C:8](N)[CH:9]=[CH:10][CH:11]=1)(=[O:5])=[O:4].[ClH:15].N([O-])=O.[Na+].[S:20](=[O:22])=[O:21]>>[F:1][C:2]([F:14])([F:13])[S:3]([C:6]1[CH:7]=[C:8]([S:20]([Cl:15])(=[O:22])=[O:21])[CH:9]=[CH:10][CH:11]=1)(=[O:5])=[O:4] |f:2.3|. Reported procedure: Under ice-cooling, thionyl chloride (4 mL) was added dropwise to water (24 mL) over 30 min. The mixture was stirred at room temperature for 12 hr to give a sulfur dioxide-containing solution. Under ice-cooling, {3-[(trifluoromethyl)sulfonyl]phenyl}amine (1.0 g) was added to concentrated hydrochloric acid (6 mL) and the mixture was stirred. An aqueous solution (2 mL) of sodium nitrite (0.34 g) was added dropwise while maintaining the inside temperature at not higher than 5° C. and the mixture was... Starting materials: COC(=O)C1=CC=C(C=C1)CN1C(N(C(C1=O)=O)CC1=CC=C(C=C1)C(=O)OC)(C)C (1,3-bis-(4'-methoxycarbonylphenylmethyl)-2,2-dimethylimidazolidine-4,5-dione). Reagents/catalysts: [Ti] (titanium), CC(C)[O-].CC(C)[O-].CC(C)[O-].CC(C)[O-].[Ti+4] (titanium tetraisopropylate). Solvent: C(CCC)O (n-butanol). Product: C(CCC)OC(=O)C1=CC=C(C=C1)CN1C(N(C(C1=O)=O)CC1=CC=C(C=C1)C(=O)OCCCC)(C)C (1,3-bis-(4'-butoxycarbonylphenylmethyl)-2,2-dimethylimidazolidine-4,5-dione). The yield is 140.0%. Reaction SMILES: [CH3:1][O:2][C:3]([C:5]1[CH:10]=[CH:9][C:8]([CH2:11][N:12]2[C:16](=[O:17])[C:15](=[O:18])[N:14]([CH2:19][C:20]3[CH:25]=[CH:24][C:23]([C:26]([O:28][CH3:29])=[O:27])=[CH:22][CH:21]=3)[C:13]2([CH3:31])[CH3:30])=[CH:7][CH:6]=1)=[O:4]>C(O)CCC.[Ti].CC([O-])C.CC([O-])C.CC([O-])C.CC([O-])C.[Ti+4]>[CH2:29]([O:28][C:26]([C:23]1[CH:24]=[CH:25][C:20]([CH2:19][N:14]2[C:15](=[O:18])[C:16](=[O:17])[N:12]([CH2:11][C:8]3[CH:9]=[CH:10][C:5]([C:3]([O:2][CH2:1][CH2:7][CH2:8][CH3:9])=[O:4])=[CH:6][CH:7]=3)[C:13]2([CH3:31])[CH3:30])=[CH:21][CH:22]=1)=[O:27])[CH2:3][CH2:5][CH3:6] |f:3.4.5.6.7|. Reported procedure: 5 g (0.0118 mole) of 1,3-bis-(4'-methoxycarbonylphenylmethyl)-2,2-dimethylimidazolidine-4,5-dione, with the addition of 0.01% of titanium as titanium tetraisopropylate, are refluxed for 2 hours in n-butanol. The methanol which forms is distilled off continuously. The colourless crystals which precipitate after the reaction mixture has cooled are collected by suction filtration and recrystallised from n-butanol to yield 4.2 g of colourless crystals with a melting point of 111°-112° C. The IR and ... The reactants are CCCc1nc(C)c(I)n1NC(=O)c1ccccc1OCC, ClCCl, N#C[Cu], c1ccncc1. The product is CCCc1nc(C)c(C#N)n1NC(=O)c1ccccc1OCC. As a reaction SMILES: [CH2:1]([CH3:2])[O:3][c:4]1[c:5]([C:6](=[O:7])[NH:8][n:9]2[c:10]([CH2:16][CH2:17][CH3:18])[n:11][c:12]([CH3:15])[c:13]2[I:14])[cH:19][cH:20][cH:21][cH:22]1.[Cl:32][CH2:33][Cl:34].[Cu:23][C:24]#[N:25].[cH:26]1[cH:27][cH:28][n:29][cH:30][cH:31]1>>[CH2:1]([CH3:2])[O:3][c:4]1[c:5]([C:6](=[O:7])[NH:8][n:9]2[c:10]([CH2:16][CH2:17][CH3:18])[n:11][c:12]([CH3:15])[c:13]2[C:24]#[N:25])[cH:19][cH:20][cH:21][cH:22]1.